Dataset: the Open Reaction Database (ORD), a public repository of structured organic reaction records. Task: describe an organic reaction: reactants, conditions, products, and yield Starting materials: CC#N, O=C1c2cccnc2C(=O)N1CCCO, BrP(Br)Br. Reaction SMILES: [CH3:20][C:21]#[N:22].[OH:1][CH2:2][CH2:3][CH2:4][N:5]1[C:6](=[O:15])[c:7]2[n:8][cH:9][cH:10][cH:11][c:12]2[C:13]1=[O:14].[P:16]([Br:17])([Br:18])[Br:19]>>[CH2:2]([CH2:3][CH2:4][N:5]1[C:6](=[O:15])[c:7]2[n:8][cH:9][cH:10][cH:11][c:12]2[C:13]1=[O:14])[Br:17]. Product: O=C1c2cccnc2C(=O)N1CCCBr.